Dataset: the Open Reaction Database (ORD), a public repository of structured organic reaction records. Task: describe an organic reaction: reactants, conditions, products, and yield Starting materials: C(\C=C\C(=O)O)(=O)O (fumaric acid), N1(CCCCC1)NC(=O)C1=NN(C(=C1C)C1=CC=C(C=C1)Cl)C1=C(C=C(C=C1)Cl)Cl (N-piperidino-5-(4-chlorophenyl)-1(2,4-dichlorophenyl)-4-methyl-pyrazole-3-carboxamide). Run in CC(=O)C (acetone), CC(=O)C (acetone). Conditions: temperature 0 celsius. The product is C(\C=C\C(=O)O)(=O)O.N1(CCCCC1)NC(=O)C1=NN(C(=C1C)C1=CC=C(C=C1)Cl)C1=C(C=C(C=C1)Cl)Cl.N1(CCCCC1)NC(=O)C1=NN(C(=C1C)C1=CC=C(C=C1)Cl)C1=C(C=C(C=C1)Cl)Cl (N-piperidino-5-(4-chlorophenyl)-1-(2,4-dichlorophenyl)-4-methyl-pyrazole-3-carboxamide hemifumarate). Yield: 134.6%. Reaction SMILES: [C:1]([OH:8])(=[O:7])/[CH:2]=[CH:3]/[C:4]([OH:6])=[O:5].[N:9]1([NH:15][C:16]([C:18]2[C:22]([CH3:23])=[C:21]([C:24]3[CH:29]=[CH:28][C:27]([Cl:30])=[CH:26][CH:25]=3)[N:20]([C:31]3[CH:36]=[CH:35][C:34]([Cl:37])=[CH:33][C:32]=3[Cl:38])[N:19]=2)=[O:17])[CH2:14][CH2:13][CH2:12][CH2:11][CH2:10]1>CC(C)=O>[C:1]([OH:8])(=[O:7])/[CH:2]=[CH:3]/[C:4]([OH:6])=[O:5].[N:9]1([NH:15][C:16]([C:18]2[C:22]([CH3:23])=[C:21]([C:24]3[CH:25]=[CH:26][C:27]([Cl:30])=[CH:28][CH:29]=3)[N:20]([C:31]3[CH:36]=[CH:35][C:34]([Cl:37])=[CH:33][C:32]=3[Cl:38])[N:19]=2)=[O:17])[CH2:14][CH2:13][CH2:12][CH2:11][CH2:10]1.[N:9]1([NH:15][C:4]([C:3]2[C:2]([CH3:1])=[C:21]([C:24]3[CH:25]=[CH:26][C:27]([Cl:30])=[CH:28][CH:29]=3)[N:20]([C:31]3[CH:36]=[CH:35][C:34]([Cl:37])=[CH:33][C:32]=3[Cl:38])[N:19]=2)=[O:6])[CH2:14][CH2:13][CH2:12][CH2:11][CH2:10]1 |f:3.4.5|. Procedure details: A solution of 0.038 g of fumaric acid in 6 ml of acetone is added dropwise to a solution of 0.30 g of the compound obtained in example 195 in 3 ml of acetone. The white crystals formed upon cooling to 0° C. are filtered off, washed with acetone and dried under vacuum to give 0.23 g of the expected salt. m.p.=168° C. The product is Cn1cncc1CN1CCN(c2ccc3nnc(C(F)(F)F)n3n2)CC1. Reaction SMILES: [CH3:20][n:21]1[cH:22][n:23][cH:24][c:25]1[CH:26]=[O:27].[N:1]1([c:7]2[cH:8][cH:9][c:10]3[n:11]([n:12]2)[c:13]([C:16]([F:17])([F:18])[F:19])[n:14][n:15]3)[CH2:2][CH2:3][NH:4][CH2:5][CH2:6]1>>[N:1]1([c:7]2[cH:8][cH:9][c:10]3[n:11]([n:12]2)[c:13]([C:16]([F:17])([F:18])[F:19])[n:14][n:15]3)[CH2:2][CH2:3][N:4]([CH2:26][c:25]2[n:21]([CH3:20])[cH:22][n:23][cH:24]2)[CH2:5][CH2:6]1. Reactants: Cn1cncc1C=O, FC(F)(F)c1nnc2ccc(N3CCNCC3)nn12. The reactants are ClCCCOC=1C=NC=CC1 (3-chloro-1-(3-pyridyloxy)propane), CN (methylamine). The solvent is CO (methanol). Reaction conditions: temperature 80 celsius. The product is N1=CC(=CC=C1)OCCCNC ((3-(3-Pyridyloxy)propyl)methylamine). As a reaction SMILES: Cl[CH2:2][CH2:3][CH2:4][O:5][C:6]1[CH:7]=[N:8][CH:9]=[CH:10][CH:11]=1.[CH3:12][NH2:13]>CO>[N:8]1[CH:9]=[CH:10][CH:11]=[C:6]([O:5][CH2:4][CH2:3][CH2:2][NH:13][CH3:12])[CH:7]=1. Procedure details: The 3-chloro-1-(3-pyridyloxy)propane (4.90 g, 28.55 mmol) was dissolved in methanol (60 mL) and added to a 40 wt % solution of methylamine (60 mL) in a heavy-walled pressure-tube apparatus. The tube was sealed and the mixture was stirred and heated at 80° C. for 15 h. After cooling, the mixture was concentrated by rotary evaporation, a saturated NaCl solution (25 mL) was added, and the mixture was basified with 20% NaOH solution (5.0 mL). The mixture was extracted with chloroform (4×30 mL). The ... The product is N#CCCCCCCCC(=O)O. Reactants: N#CC=CCCCCCC(=O)O, Cc1ccccc1. RXN SMILES: [C:1](#[N:2])[CH:3]=[CH:4][CH2:5][CH2:6][CH2:7][CH2:8][CH2:9][C:10](=[O:11])[OH:12].[CH3:13][c:14]1[cH:15][cH:16][cH:17][cH:18][cH:19]1>>[C:1](#[N:2])[CH2:3][CH2:4][CH2:5][CH2:6][CH2:7][CH2:8][CH2:9][C:10](=[O:11])[OH:12]. Starting materials: CC1(OB(OC1(C)C)C=1C=NN(C1)C=1C=NC=CC1)C (3-[4-(4,4,5,5-tetramethyl-1,3,2-dioxaborolan-2-yl)-1H-pyrazol-1-yl]pyridine), BrC1=CC=CC(=N1)S(=O)(=O)N (6-bromopyridin-2-sulphonamide). Reagents/catalysts: C=1C=CC(=CC1)[P](C=2C=CC=CC2)(C=3C=CC=CC3)[Pd]([P](C=4C=CC=CC4)(C=5C=CC=CC5)C=6C=CC=CC6)([P](C=7C=CC=CC7)(C=8C=CC=CC8)C=9C=CC=CC9)[P](C=1C=CC=CC1)(C=1C=CC=CC1)C=1C=CC=CC1 (tetrakis(triphenylphosphine)palladium). Run at temperature 70 celsius, time 18 hour. Product: N1=CC(=CC=C1)N1N=CC(=C1)C1=CC=CC(=N1)S(=O)(=O)N (6-[1-(Pyridin-3-yl)-1H-pyrazol-4-yl]pyridine-2-sulphonamide). As a reaction SMILES: CC1(C)C(C)(C)OB([C:9]2[CH:10]=[N:11][N:12]([C:14]3[CH:15]=[N:16][CH:17]=[CH:18][CH:19]=3)[CH:13]=2)O1.Br[C:22]1[N:27]=[C:26]([S:28]([NH2:31])(=[O:30])=[O:29])[CH:25]=[CH:24][CH:23]=1>C1C=CC([P]([Pd]([P](C2C=CC=CC=2)(C2C=CC=CC=2)C2C=CC=CC=2)([P](C2C=CC=CC=2)(C2C=CC=CC=2)C2C=CC=CC=2)[P](C2C=CC=CC=2)(C2C=CC=CC=2)C2C=CC=CC=2)(C2C=CC=CC=2)C2C=CC=CC=2)=CC=1>[N:16]1[CH:17]=[CH:18][CH:19]=[C:14]([N:12]2[CH:13]=[C:9]([C:22]3[N:27]=[C:26]([S:28]([NH2:31])(=[O:30])=[O:29])[CH:25]=[CH:24][CH:23]=3)[CH:10]=[N:11]2)[CH:15]=1 |^1:35,37,56,75|. Procedure details: Under argon, 3-[4-(4,4,5,5-tetramethyl-1,3,2-dioxaborolan-2-yl)-1H-pyrazol-1-yl]pyridine (0.2 g, 0.74 mmol, prepared by the methods described in WO 2011/045224), 6-bromopyridin-2-sulphonamide (0.175 g, 0.74 mmol) and tetrakis(triphenylphosphine)palladium (0.025 g, 0.022 mmol) were added to a mixture, degassed by means of argon, of sodium carbonate solution in water (2.9 ml, 2 M/L) and acetonitrile (4 ml). The reaction mixture was stirred at 70° C. for 18 h. After cooling, the reaction mixture wa...